Dataset: the Open Reaction Database (ORD), a public repository of structured organic reaction records. Task: describe an organic reaction: reactants, conditions, products, and yield Procedure: A solution of a mixture of 5-[2-(4-fluorobenzyl)benzyloxymethyl]1-triphenylmethyl-4,5,6,7-tetrahydro-1H-benzimidazole and 5-[2-(4-fluorobenzyl)benzyloxymethyl]-3-triphenylmethyl-4,5,6,7-tetrahydro-3H-benzimidazole (0.62 g, 1.0 mmol) in water (0.6 ml) and glacial acetic acid (5 ml) was heated to 90° C. for 2.5 h. The solvent was removed in vacuo. The residue was dissolved in ethyl acetate (50 ml). A 3.5 M solution of hydrogen chloride in ethyl acetate (0.6 ml, 2.1 mmol) was added. The solvent was... As a reaction SMILES: [F:1][C:2]1[CH:45]=[CH:44][C:5]([CH2:6][C:7]2[CH:43]=[CH:42][CH:41]=[CH:40][C:8]=2[CH2:9][O:10][CH2:11][CH:12]2[CH2:39][CH2:38][C:15]3[N:16](C(C4C=CC=CC=4)(C4C=CC=CC=4)C4C=CC=CC=4)[CH:17]=[N:18][C:14]=3[CH2:13]2)=[CH:4][CH:3]=1.FC1C=CC(CC2C=CC=CC=2COCC2CCC3N=CN(C(C4C=CC=CC=4)(C4C=CC=CC=4)C4C=CC=CC=4)C=3C2)=CC=1.Cl.C(OCC)(=O)C>O.C(O)(=O)C>[F:1][C:2]1[CH:3]=[CH:4][C:5]([CH2:6][C:7]2[CH:43]=[CH:42][CH:41]=[CH:40][C:8]=2[CH2:9][O:10][CH2:11][CH:12]2[CH2:39][CH2:38][C:15]3[NH:16][CH:17]=[N:18][C:14]=3[CH2:13]2)=[CH:44][CH:45]=1. Reaction conditions: temperature 90 celsius. Run in O (water), C(C)(=O)O (acetic acid). Product: hydrochloride salt, FC1=CC=C(CC2=C(COCC3CC4=C(NC=N4)CC3)C=CC=C2)C=C1 (5-[2-(4-Fluorobenzyl)benzyloxymethyl]-4,5,6,7-tetrahydro-1H-benzimidazole). The reactants are solution, Cl (hydrogen chloride), C(C)(=O)OCC (ethyl acetate), FC1=CC=C(CC2=C(COCC3CC4=C(N(C=N4)C(C4=CC=CC=C4)(C4=CC=CC=C4)C4=CC=CC=C4)CC3)C=CC=C2)C=C1 (5-[2-(4-fluorobenzyl)benzyloxymethyl]1-triphenylmethyl-4,5,6,7-tetrahydro-1H-benzimidazole), FC1=CC=C(CC2=C(COCC3CC4=C(N=CN4C(C4=CC=CC=C4)(C4=CC=CC=C4)C4=CC=CC=C4)CC3)C=CC=C2)C=C1 (5-[2-(4-fluorobenzyl)benzyloxymethyl]-3-triphenylmethyl-4,5,6,7-tetrahydro-3H-benzimidazole). The reactants are C[Si](C)(C)Cl (trimethylsilyl chloride), CC1CC(CCC1)I (3-methylcyclohexyl iodide), ClC1=NC(=NS1)SC (5-chloro-3-methylthio-1,2,4-thiadiazole), BrCCBr (1,2-dibromoethane). The reagents and catalysts are [Zn] (zinc). Run in O1CCCC1 (tetrahydrofuran), O1CCCC1 (tetrahydrofuran), O1CCCC1 (tetrahydrofurane). Reaction conditions: temperature 65 celsius, time 4 hour. Product: CC1CC(CCC1)C1=NC(=NS1)SC (5-(3-methylcyclohexyl)-3-methylthio-1,2,4-thiadiazole). Yield: 44.0%. RXN SMILES: BrCCBr.C[Si](Cl)(C)C.[CH3:10][CH:11]1[CH2:16][CH2:15][CH2:14][CH:13](I)[CH2:12]1.Cl[C:19]1[S:23][N:22]=[C:21]([S:24][CH3:25])[N:20]=1>[Zn].O1CCCC1>[CH3:10][CH:11]1[CH2:16][CH2:15][CH2:14][CH:13]([C:19]2[S:23][N:22]=[C:21]([S:24][CH3:25])[N:20]=2)[CH2:12]1. Procedure: 1.31 g of zinc foil (99.998%) and 190 mg of 1,2-dibromoethane was added into 2 ml of tetrahydrofurane under nitrogen atmosphere and the mixture was heated in an oil bath at 65° C. for 1 minute. After cooling to room temperature, 0.1 ml of trimethylsilyl chloride, 2.14 g of 3-methylcyclohexyl iodide and 10 ml of tetrahydrofuran were added to the mixture, and the mixture was exposed to ultrasonic wave in a water bath for 4 hours. Further, 1.31 g of 5-chloro-3-methylthio-1,2,4-thiadiazole, 390 mg o...